This data is from the Open Reaction Database (ORD), a public repository of structured organic reaction records. The task is: describe an organic reaction: reactants, conditions, products, and yield Starting materials: O (water), CN(C(=O)Cl)C1CCCCC1 (N-methyl-N-cyclohexylaminocarbonyl chloride), C([O-])([O-])=O.[K+].[K+] (potassium carbonate), CNCCCOC=1C=C2C=CC(NC2=CC1)=O (6-(3-Methylaminopropoxy)carbostyril). The solvent is CN(C=O)C (dimethylformamide). Run at time 8 hour. The product is CN(C(=O)N(C1CCCCC1)C)CCCOC=1C=C2C=CC(NC2=CC1)=O (6-[3-(1,3-dimethyl-3-cyclohexylureido)propoxy]carbostyril). Isolated yield 47.9%. Reaction SMILES: [CH3:1][NH:2][CH2:3][CH2:4][CH2:5][O:6][C:7]1[CH:8]=[C:9]2[C:14](=[CH:15][CH:16]=1)[NH:13][C:12](=[O:17])[CH:11]=[CH:10]2.[CH3:18][N:19]([CH:23]1[CH2:28][CH2:27][CH2:26][CH2:25][CH2:24]1)[C:20](Cl)=[O:21].C(=O)([O-])[O-].[K+].[K+].O>CN(C)C=O>[CH3:1][N:2]([CH2:3][CH2:4][CH2:5][O:6][C:7]1[CH:8]=[C:9]2[C:14](=[CH:15][CH:16]=1)[NH:13][C:12](=[O:17])[CH:11]=[CH:10]2)[C:20]([N:19]([CH3:18])[CH:23]1[CH2:28][CH2:27][CH2:26][CH2:25][CH2:24]1)=[O:21] |f:2.3.4|. Procedure details: 6-(3-Methylaminopropoxy)carbostyril (3 g) is dissolved in dimethylformamide (150 ml), and thereto are added N-methyl-N-cyclohexylaminocarbonyl chloride (2.3 g) and potassium carbonate (2 g). The mixture is stirred at room temperature overnight, and further heated with stirring at 80° C. for 2 hours. The reaction solution is poured into water, and extracted with ethyl acetate. The extract is concentrated under reduced pressure to remove the solvent, and the residue is purified by silica gel colum...